Dataset: the Open Reaction Database (ORD), a public repository of structured organic reaction records. Task: describe an organic reaction: reactants, conditions, products, and yield Reactants: C(CCCCCCCCCCCCC)NCCNCCN (N-tetradecyldiethylenetriamine), C(=O)CC(C(=O)OC)C (methyl 3-formyl-2-methylpropionate). Product: C(CCCCCCCCCCCCC)NCCN1CCN=CCC(C1=O)C (4-tetradecylaminoethyl-6-methyl-2,3,6,7-tetrahydro-1,4-diazocin-5-one). As a reaction SMILES: [CH2:1]([NH:15][CH2:16][CH2:17][NH:18][CH2:19][CH2:20][NH2:21])[CH2:2][CH2:3][CH2:4][CH2:5][CH2:6][CH2:7][CH2:8][CH2:9][CH2:10][CH2:11][CH2:12][CH2:13][CH3:14].[CH:22]([CH2:24][CH:25]([CH3:30])[C:26](OC)=[O:27])=O>>[CH2:1]([NH:15][CH2:16][CH2:17][N:18]1[C:26](=[O:27])[CH:25]([CH3:30])[CH2:24][CH:22]=[N:21][CH2:20][CH2:19]1)[CH2:2][CH2:3][CH2:4][CH2:5][CH2:6][CH2:7][CH2:8][CH2:9][CH2:10][CH2:11][CH2:12][CH2:13][CH3:14]. Procedure: Into an apparatus similar to that in Example 1, where charged 299.5 g (1 mole) of N-tetradecyldiethylenetriamine and 130.1 g (1 mole) of methyl 3-formyl-2-methylpropionate. At 145° to 150° C., 18 g of water and 32 g of methanol were distilled off to obtain 4-tetradecylaminoethyl-6-methyl-2,3,6,7-tetrahydro-1,4-diazocin-5-one. The reactants are ClC1=C(C(=O)Cl)C(=CN=C1)Cl (3,5-dichloroisonicotinoyl chloride), COC([C@@H](NC(=O)OC(C)(C)C)CC1=CC=C(C=C1)O)=O (N-BOC-L-tyrosine methyl ester), [H-].[Na+] (NaH), [NH4+].[Cl-] (NH4Cl). The solvent is C1CCOC1 (THF), C1CCOC1 (THF), C1CCOC1 (THF). Reaction conditions: time 10 minute. Yields the product COC([C@@H](NC(=O)OC(C)(C)C)CC1=CC=C(C=C1)OC(C1=C(C=NC=C1Cl)Cl)=O)=O (BOC-O-(3,5-Dichloroisonicotinoyl)-L-tyrosine methyl ester). Yield: 76.9%. RXN SMILES: [CH3:1][O:2][C:3](=[O:21])[C@H:4]([CH2:13][C:14]1[CH:19]=[CH:18][C:17]([OH:20])=[CH:16][CH:15]=1)[NH:5][C:6]([O:8][C:9]([CH3:12])([CH3:11])[CH3:10])=[O:7].[H-].[Na+].[Cl:24][C:25]1[CH:33]=[N:32][CH:31]=[C:30]([Cl:34])[C:26]=1[C:27](Cl)=[O:28].[NH4+].[Cl-]>C1COCC1>[CH3:1][O:2][C:3](=[O:21])[C@H:4]([CH2:13][C:14]1[CH:19]=[CH:18][C:17]([O:20][C:27](=[O:28])[C:26]2[C:25]([Cl:24])=[CH:33][N:32]=[CH:31][C:30]=2[Cl:34])=[CH:16][CH:15]=1)[NH:5][C:6]([O:8][C:9]([CH3:12])([CH3:10])[CH3:11])=[O:7] |f:1.2,4.5|. Procedure details: A solution of N-BOC-L-tyrosine methyl ester (2.95 g, 10 mmol) in THF (10 ml) was added to a suspension of NaH (60% in oil, 11 mmol, 440 mg) in THF (30 ml) at 0°. After 10 min, a solution of 3,5-dichloroisonicotinoyl chloride (11 mml, 2.32 g) in THF (10 ml) was added and the mixture stirred at RT for 4 h. NH4Cl (aq) was added and the mixture extracted with DCM. The DCM extracts were dried (Na2SO4) and concentrated in vacuo. Recrystallisation (EtOAc/hexane) gave the title compound as white crystal... The product is COc1cc2nccc(Oc3ccc(NC(=S)NC(=O)c4ccccc4)c(F)c3)c2cc1OC. As a reaction SMILES: [CH3:1][O:2][c:3]1[cH:4][c:5]2[c:6]([O:15][c:16]3[cH:17][c:18]([F:23])[c:19]([NH2:20])[cH:21][cH:22]3)[cH:7][cH:8][n:9][c:10]2[cH:11][c:12]1[O:13][CH3:14].[CH3:24][CH2:25][OH:26].[CH3:38][c:39]1[cH:40][cH:41][cH:42][cH:43][cH:44]1.[c:27]1([C:33](=[O:34])[N:35]=[C:36]=[S:37])[cH:28][cH:29][cH:30][cH:31][cH:32]1>>[CH3:1][O:2][c:3]1[cH:4][c:5]2[c:6]([O:15][c:16]3[cH:17][c:18]([F:23])[c:19]([NH:20][C:36]([NH:35][C:33]([c:27]4[cH:28][cH:29][cH:30][cH:31][cH:32]4)=[O:34])=[S:37])[cH:21][cH:22]3)[cH:7][cH:8][n:9][c:10]2[cH:11][c:12]1[O:13][CH3:14]. The reactants are COc1cc2nccc(Oc3ccc(N)c(F)c3)c2cc1OC, CCO, Cc1ccccc1, O=C(N=C=S)c1ccccc1. Starting materials: FC(C(=O)O)(F)F.C(C)S(=O)(=O)N1CCC(CC1)C1=CNC2=C(C=C(C=C12)C1=CSC(=C1)CN(C)[C@H](CO)C)C(=O)N (3-[1-(ethylsulfonyl)-4-piperidinyl]-5-(5-{[[(1S)-2-hydroxy-1-methylethyl](methyl)amino]methyl}-3-thienyl)-1H-indole-7-carboxamide trifluoroacetate), N[C@@H](CO)C ((2R)-2-amino-1-propanol). Product: FC(C(=O)O)(F)F.C1(CC1)CN(C)CC1=CC(=CS1)C=1C=C2C(=CNC2=C(C1)C(=O)N)C1CCN(CC1)S(=O)(=O)CC (5-(5-{[(cyclopropylmethyl)(methyl)amino]methyl}-3-thienyl)-3-[1-(ethylsulfonyl)-4-piperidinyl]-1H-indole-7-carboxamide trifluoroacetate). The yield is 14.7%. As a reaction SMILES: [F:1][C:2]([F:7])([F:6])[C:3]([OH:5])=[O:4].[CH2:8]([S:10]([N:13]1[CH2:18][CH2:17][CH:16]([C:19]2[C:27]3[C:22](=[C:23]([C:40]([NH2:42])=[O:41])[CH:24]=[C:25]([C:28]4[CH:32]=[C:31]([CH2:33][N:34]([C@@H](C)CO)[CH3:35])[S:30][CH:29]=4)[CH:26]=3)[NH:21][CH:20]=2)[CH2:15][CH2:14]1)(=[O:12])=[O:11])[CH3:9].N[C@H:44]([CH3:47])[CH2:45]O>>[F:1][C:2]([F:7])([F:6])[C:3]([OH:5])=[O:4].[CH:44]1([CH2:47][N:34]([CH2:33][C:31]2[S:30][CH:29]=[C:28]([C:25]3[CH:26]=[C:27]4[C:22](=[C:23]([C:40]([NH2:42])=[O:41])[CH:24]=3)[NH:21][CH:20]=[C:19]4[CH:16]3[CH2:17][CH2:18][N:13]([S:10]([CH2:8][CH3:9])(=[O:11])=[O:12])[CH2:14][CH2:15]3)[CH:32]=2)[CH3:35])[CH2:2][CH2:45]1 |f:0.1,3.4|. Reported procedure: The title compound was prepared according to the general procedure of 3-[1-(ethylsulfonyl)-4-piperidinyl]-5-(5-{[[(1S)-2-hydroxy-1-methylethyl](methyl)amino]methyl}-3-thienyl)-1H-indole-7-carboxamide trifluoroacetate (salt), substituting (cyclopropylmethyl)amine (1.20 mmol) for (2R)-2-amino-1-propanol to afford 6.2 mg of the title compound (14.7%). The reactants are C(C)(=O)O (acetic acid), 64.9, ClC=1C(=NN(C1OC(F)F)C)C1=CC(=C(C=C1)Cl)[N+](=O)[O-] (4-chloro-3-(4-chloro-3-nitrophenyl)-5-difluoromethoxy-1-methyl-1H-pyrazole), C(C)(=O)OCC (ethyl acetate). The reagents and catalysts are [Fe] (iron). Run in C(C)O (ethanol). Run at time 1 hour. The product is NC=1C=C(C=CC1Cl)C1=NN(C(=C1Cl)OC(F)F)C (3-(3-Amino-4-chlorophenyl)-4-chloro-5-difluoromethoxy-1-methyl-1H-pyrazole). As a reaction SMILES: C(O)(=O)C.[Cl:5][C:6]1[C:7]([C:16]2[CH:21]=[CH:20][C:19]([Cl:22])=[C:18]([N+:23]([O-])=O)[CH:17]=2)=[N:8][N:9]([CH3:15])[C:10]=1[O:11][CH:12]([F:14])[F:13].C(OCC)(=O)C>C(O)C.[Fe]>[NH2:23][C:18]1[CH:17]=[C:16]([C:7]2[C:6]([Cl:5])=[C:10]([O:11][CH:12]([F:13])[F:14])[N:9]([CH3:15])[N:8]=2)[CH:21]=[CH:20][C:19]=1[Cl:22]. Reported procedure: 155 ml of acetic acid were added to a suspension of 32.1 g (0.576 mol) of iron powder in 305 ml of ethanol. 64.9 (0.192 mol) of 4-chloro-3-(4-chloro-3-nitrophenyl)-5-difluoromethoxy-1-methyl-1H-pyrazole were added a little at a time to this mixture at 70-75° C. After 1 hour, 0.5 l of ethyl acetate was added and the solution was then filtered over a silica gel bed and subsequently concentrated. The residue was taken up in ethyl acetate. The ethyl acetate phase was washed with water, saturated sod... The product is NC(C(C(=O)OCC1=CC=CC=C1)CC1=CC=C(C=C1)Cl)C (Benzyl 3-amino-2-(4-chlorobenzyl)butyrate). Procedure details: Benzyl 2-(4-chlorobenzyl)-3-ketobutyrate (317 mg, 1 mmole, obtained from Step A) was added to a cooled mixture of 7M ammonia in MeOH (2.42 mL) and glacial acetic acid (1.6 mL). To this solution, at ˜10° C., was added sodium cyanoborohydride (101 mg, 1.75 mmol) in small portions. This mixture was stirred at room temperature for 40 h. The excess sodium cyanoborohydride was destroyed by the addition of 6M HCl (to pH 1). The residue obtained after removal of volatiles was taken up in a minimal amoun... Conditions: time 40 hour. Reactants: ClC1=CC=C(CC(C(=O)OCC2=CC=CC=C2)C(C)=O)C=C1 (Benzyl 2-(4-chlorobenzyl)-3-ketobutyrate), N (ammonia), C(#N)[BH3-].[Na+] (sodium cyanoborohydride). As a reaction SMILES: [Cl:1][C:2]1[CH:22]=[CH:21][C:5]([CH2:6][CH:7]([C:18](=O)[CH3:19])[C:8]([O:10][CH2:11][C:12]2[CH:17]=[CH:16][CH:15]=[CH:14][CH:13]=2)=[O:9])=[CH:4][CH:3]=1.N.C([BH3-])#[N:25].[Na+]>CO.C(O)(=O)C>[NH2:25][CH:18]([CH3:19])[CH:7]([CH2:6][C:5]1[CH:21]=[CH:22][C:2]([Cl:1])=[CH:3][CH:4]=1)[C:8]([O:10][CH2:11][C:12]1[CH:17]=[CH:16][CH:15]=[CH:14][CH:13]=1)=[O:9] |f:2.3|. The solvent is CO (MeOH), C(C)(=O)O (acetic acid), CO (MeOH).